From a dataset of the Open Reaction Database (ORD), a public repository of structured organic reaction records. describe an organic reaction: reactants, conditions, products, and yield The reactants are COC(=O)c1cccc(CBr)c1, CC(C)(C)N1C(=O)C(NC2CCNCC2)=C(c2ccccc2)S1(=O)=O. The product is COC(=O)c1cccc(CN2CCC(NC3=C(c4ccccc4)S(=O)(=O)N(C(C)(C)C)C3=O)CC2)c1. Reaction SMILES: [Br:1][CH2:2][c:3]1[cH:4][c:5]([C:6](=[O:7])[O:8][CH3:9])[cH:10][cH:11][cH:12]1.[C:13]([CH3:14])([CH3:15])([CH3:16])[N:17]1[S:18](=[O:36])(=[O:37])[C:19]([c:30]2[cH:31][cH:32][cH:33][cH:34][cH:35]2)=[C:20]([NH:23][CH:24]2[CH2:25][CH2:26][NH:27][CH2:28][CH2:29]2)[C:21]1=[O:22]>>[CH2:2]([c:3]1[cH:4][c:5]([C:6](=[O:7])[O:8][CH3:9])[cH:10][cH:11][cH:12]1)[N:27]1[CH2:26][CH2:25][CH:24]([NH:23][C:20]2=[C:19]([c:30]3[cH:31][cH:32][cH:33][cH:34][cH:35]3)[S:18](=[O:36])(=[O:37])[N:17]([C:13]([CH3:14])([CH3:15])[CH3:16])[C:21]2=[O:22])[CH2:29][CH2:28]1. Starting materials: C(O)([O-])=O.[K+] (Potassium hydrogen carbonate), BrCC=1OC(OC1C)=O (4-bromomethyl-5-methyl-[1,3]dioxol-2-one), C1(=CC=CC=C1)S(=O)(=O)NC=1C=C(C=CC1)[C@H](CNC(CCN1C=CC2=CC(=CC=C12)C(=O)O)(C)C)O (1-{3-[(R)-2-[3-(phenylsulphonylamino)-phenyl]-2-hydroxy-ethylamino]-3-methyl-butyl}-1H-indole-5-carboxylic acid). Solvent: CN(C)C=O (DMF). Reaction conditions: time 18 hour. Product: C1(=CC=CC=C1)S(=O)(=O)NC=1C=C(C=CC1)[C@H](CNC(CCN1C=CC2=CC(=CC=C12)C(=O)OCC=1OC(OC1C)=O)(C)C)O ((5-methyl-2-oxo-[1,3]dioxol-4-ylmethyl) 1-{3-[(R)-2-[3-(phenylsulphonylamino)-phenyl]-2-hydroxy-ethylamino]-3-methyl-butyl}-1H-indole-5-carboxylate). RXN SMILES: C(=O)([O-])O.[K+].Br[CH2:7][C:8]1[O:9][C:10](=[O:14])[O:11][C:12]=1[CH3:13].[C:15]1([S:21]([NH:24][C:25]2[CH:26]=[C:27]([C@@H:31]([OH:51])[CH2:32][NH:33][C:34]([CH3:50])([CH3:49])[CH2:35][CH2:36][N:37]3[C:45]4[C:40](=[CH:41][C:42]([C:46]([OH:48])=[O:47])=[CH:43][CH:44]=4)[CH:39]=[CH:38]3)[CH:28]=[CH:29][CH:30]=2)(=[O:23])=[O:22])[CH:20]=[CH:19][CH:18]=[CH:17][CH:16]=1>CN(C=O)C>[C:15]1([S:21]([NH:24][C:25]2[CH:26]=[C:27]([C@@H:31]([OH:51])[CH2:32][NH:33][C:34]([CH3:49])([CH3:50])[CH2:35][CH2:36][N:37]3[C:45]4[C:40](=[CH:41][C:42]([C:46]([O:48][CH2:7][C:8]5[O:9][C:10](=[O:14])[O:11][C:12]=5[CH3:13])=[O:47])=[CH:43][CH:44]=4)[CH:39]=[CH:38]3)[CH:28]=[CH:29][CH:30]=2)(=[O:23])=[O:22])[CH:20]=[CH:19][CH:18]=[CH:17][CH:16]=1 |f:0.1|. Procedure details: Potassium hydrogen carbonate (331 mg, 3.30 mmol) and 4-bromomethyl-5-methyl-[1,3]dioxol-2-one (Chem. Pharm. Bull. 1984, vol. 32 (6), page 2241-2248) (505 mg, 2.36 mmol) are added to a solution of 1-{3-[(R)-2-[3-(phenylsulphonylamino)-phenyl]-2-hydroxy-ethylamino]-3-methyl-butyl}-1H-indole-5-carboxylic acid-hydrotrifluoroacetate (Example 6; 1.0 g, 1.57 mmol) in 10 ml DMF. Then the reaction mixture is stirred for 18 hours at RT. Then the solid is filtered off and the filtrate is freed from the sol... The reactants are [H-].[Na+] (sodium hydride), ClC(CN1C=NC=C1)C1CCCCC1 (1-(2-chloro-2-cyclohexylethyl)imidazole), SC1=CC=C(C(=O)OC)C=C1 (methyl 4-mercaptobenzoate). Run in CN(C=O)C (dimethylformamide), CN(C=O)C (dimethylformamide). Run at time 30 minute. The product is C1(CCCCC1)C(CN1C=NC=C1)SC1=CC=C(C(=O)OC)C=C1 (Methyl 4-[1-cyclohexyl-2-(imidazol-1-yl)ethylthio]benzoate). Isolated yield 53.7%. As a reaction SMILES: [H-].[Na+].[SH:3][C:4]1[CH:13]=[CH:12][C:7]([C:8]([O:10][CH3:11])=[O:9])=[CH:6][CH:5]=1.Cl[CH:15]([CH:22]1[CH2:27][CH2:26][CH2:25][CH2:24][CH2:23]1)[CH2:16][N:17]1[CH:21]=[CH:20][N:19]=[CH:18]1>CN(C)C=O>[CH:22]1([CH:15]([S:3][C:4]2[CH:5]=[CH:6][C:7]([C:8]([O:10][CH3:11])=[O:9])=[CH:12][CH:13]=2)[CH2:16][N:17]2[CH:21]=[CH:20][N:19]=[CH:18]2)[CH2:23][CH2:24][CH2:25][CH2:26][CH2:27]1 |f:0.1|. Procedure: 779 mg of a 55% w/w suspension of sodium hydride in mineral oil were added to a solution of 3 g of methyl 4-mercaptobenzoate in 24 ml of dry dimethylformamide, and the resulting mixture was stirred at room temperature for 30 minutes. A solution of 3.8 g of 1-(2-chloro-2-cyclohexylethyl)imidazole in 36 ml of dry dimethylformamide was added to the resulting solution, and the reaction mixture was then heated at 60°-70° C. for 13.5 hours. At the end of this time, the resulting mixture was treated an... Solvent: CN(C=O)C (dimethylformamide). Conditions: temperature 50 celsius. Reactants: CN(CCO)C (N,N-dimethylethanolamine), [H-].[Na+] (sodium hydride), BrC=1C=NC(=NC1)S(=O)(=O)C (5-Bromo-2-methanesulfonylpyrimidine). Procedure details: A solution of N,N-dimethylethanolamine (0.23 ml, 2.3 mmol) in dry dimethylformamide (5 ml) was treated with sodium hydride (60% suspension in mineral oil, 0.092 g, 2.3 mmol) and heated at 50° C. for 30 minutes. The product from Step 2 (0.50 g, 2.1 mmol) was added and the reaction heated at 50° C. overnight. After cooling to room temperature the reaction mixture was applied to a SCX column and washed with methanol then a mixture of 0.880 ammonia/methanol (1:9). The basic fractions were combined a... The yield is 48.4%. RXN SMILES: [CH3:1][N:2]([CH3:6])[CH2:3][CH2:4][OH:5].[H-].[Na+].[Br:9][C:10]1[CH:11]=[N:12][C:13](S(C)(=O)=O)=[N:14][CH:15]=1>CN(C)C=O>[Br:9][C:10]1[CH:11]=[N:12][C:13]([O:5][CH2:4][CH2:3][N:2]([CH3:6])[CH3:1])=[N:14][CH:15]=1 |f:1.2|. Yields the product BrC=1C=NC(=NC1)OCCN(C)C ([2-(5-Bromopyrimidin-2-yloxy)ethyl]dimethylamine). Reactants: CCNc1nn(C(=O)OC(C)(C)C)c2ccc(C3C(C#N)=C(C)NC(C)=C3C#N)cc12, Cl, C1COCCO1. Product: Cl, CCNc1n[nH]c2ccc(C3C(C#N)=C(C)NC(C)=C3C#N)cc12. As a reaction SMILES: [C:1]([O:2][C:3](=[O:4])[n:8]1[n:9][c:10]([NH:29][CH2:30][CH3:31])[c:11]2[cH:12][c:13]([CH:17]3[C:18]([C:27]#[N:28])=[C:19]([CH3:26])[NH:20][C:21]([CH3:25])=[C:22]3[C:23]#[N:24])[cH:14][cH:15][c:16]12)([CH3:5])([CH3:6])[CH3:7].[ClH:32].[O:33]1[CH2:34][CH2:35][O:36][CH2:37][CH2:38]1>>[ClH:32].[nH:8]1[n:9][c:10]([NH:29][CH2:30][CH3:31])[c:11]2[cH:12][c:13]([CH:17]3[C:18]([C:27]#[N:28])=[C:19]([CH3:26])[NH:20][C:21]([CH3:25])=[C:22]3[C:23]#[N:24])[cH:14][cH:15][c:16]12. Reactants: FC=1C=C(C=C(C1)F)C(C(C(=O)C1=CC(=CC=C1)CO)=C1NC2=C(N1)C=CC=C2)=O (1-(3,5-difluorophenyl)-2-(1,3-dihydro-2H-benzimidazol-2-ylidene)-3-[3-(hydroxymethyl)phenyl]propane-1,3-dione). The reagents and catalysts are [O-2].[O-2].[Mn+4] (manganese dioxide). Solvent: ClCCl (dichloromethane). Run at time 4.5 hour. The product is FC=1C=C(C=C(C1)F)C(C(C(=O)C=1C=C(C=O)C=CC1)=C1NC2=C(N1)C=CC=C2)=O (3-[3-(3,5-difluorophenyl)-2-(1,3-dihydro-2H-benzimidazol-2-ylidene)-3-oxopropanoyl]benzaldehyde). Isolated yield 51.9%. Reaction SMILES: [F:1][C:2]1[CH:3]=[C:4]([C:9](=[O:30])[C:10](=[C:21]2[NH:25][C:24]3[CH:26]=[CH:27][CH:28]=[CH:29][C:23]=3[NH:22]2)[C:11]([C:13]2[CH:18]=[CH:17][CH:16]=[C:15]([CH2:19][OH:20])[CH:14]=2)=[O:12])[CH:5]=[C:6]([F:8])[CH:7]=1>[O-2].[O-2].[Mn+4].ClCCl>[F:1][C:2]1[CH:3]=[C:4]([C:9](=[O:30])[C:10](=[C:21]2[NH:22][C:23]3[CH:29]=[CH:28][CH:27]=[CH:26][C:24]=3[NH:25]2)[C:11]([C:13]2[CH:14]=[C:15]([CH:16]=[CH:17][CH:18]=2)[CH:19]=[O:20])=[O:12])[CH:5]=[C:6]([F:8])[CH:7]=1 |f:1.2.3|. Procedure details: A 13.55 g portion of manganese dioxide was added to 20 ml of dichloromethane solution containing 2.11 g of 1-(3,5-difluorophenyl)-2-(1,3-dihydro-2H-benzimidazol-2-ylidene)-3-[3-(hydroxymethyl)phenyl]propane-1,3-dione and stirred for 4.5 hours. After celite filtration and concentration, the thus formed residue was crystallized from hexane-ethyl acetate to obtain 1.09 g (52%) of 3-[3-(3,5-difluorophenyl)-2-(1,3-dihydro-2H-benzimidazol-2-ylidene)-3-oxopropanoyl]benzaldehyde (Reference Example 10-1)... The reactants are BrCc1ccccc1, CCN(CC)C(=O)c1ccc(C(Br)=C2CCN(C(=O)OC(C)(C)C)CC2)cc1, CC#N, CCOC(C)=O, ClCCl, O=C(O)C(F)(F)F. Product: CCN(CC)C(=O)c1ccc(C(Br)=C2CCN(Cc3ccccc3)CC2)cc1. RXN SMILES: [Br:36][CH2:37][c:38]1[cH:39][cH:40][cH:41][cH:42][cH:43]1.[C:1]([O:2][C:6](=[O:3])[N:8]1[CH2:9][CH2:10][C:11](=[C:14]([c:15]2[cH:16][cH:17][c:18]([C:21]([N:22]([CH2:23][CH3:24])[CH2:25][CH3:26])=[O:27])[cH:19][cH:20]2)[Br:28])[CH2:12][CH2:13]1)([CH3:4])([CH3:5])[CH3:7].[CH3:47][C:48]#[N:49].[CH3:50][CH2:51][O:52][C:53](=[O:54])[CH3:55].[Cl:44][CH2:45][Cl:46].[F:29][C:30]([F:31])([F:32])[C:33]([OH:34])=[O:35]>>[CH2:6]([N:8]1[CH2:9][CH2:10][C:11](=[C:14]([c:15]2[cH:16][cH:17][c:18]([C:21]([N:22]([CH2:23][CH3:24])[CH2:25][CH3:26])=[O:27])[cH:19][cH:20]2)[Br:28])[CH2:12][CH2:13]1)[c:38]1[cH:39][cH:40][cH:41][cH:42][cH:43]1. Reactants: O=c1[nH]c2c(OCc3ccccc3)cccc2n1Cc1ccccc1, C1CCOC1, CCOC(C)=O, [OH-], [OH-], [Pd+2]. Product: O=c1[nH]c2c(O)cccc2n1Cc1ccccc1. As a reaction SMILES: [CH2:1]([c:2]1[cH:3][cH:4][cH:5][cH:6][cH:7]1)[n:8]1[c:9](=[O:25])[nH:10][c:11]2[c:12]1[cH:13][cH:14][cH:15][c:16]2[O:17][CH2:18][c:19]1[cH:20][cH:21][cH:22][cH:23][cH:24]1.[CH2:26]1[O:27][CH2:28][CH2:29][CH2:30]1.[CH3:31][CH2:32][O:33][C:34](=[O:35])[CH3:36].[OH-:37].[OH-:39].[Pd+2:38]>>[CH2:1]([c:2]1[cH:3][cH:4][cH:5][cH:6][cH:7]1)[n:8]1[c:9](=[O:25])[nH:10][c:11]2[c:12]1[cH:13][cH:14][cH:15][c:16]2[OH:17]. Reactants: CC#N, O=C(CCl)Nc1ncns1, O=C(OC1CN2CCC1CC2)C1(c2ccccc2)CCCCCC1. The product is [Cl-], O=C(C[N+]12CCC(CC1)C(OC(=O)C1(c3ccccc3)CCCCCC1)C2)Nc1ncns1. RXN SMILES: [CH3:35][C:36]#[N:37].[Cl:25][CH2:26][C:27](=[O:28])[NH:29][c:30]1[n:31][cH:32][n:33][s:34]1.[N:1]12[CH2:2][CH:3]([O:9][C:10](=[O:11])[C:12]3([c:19]4[cH:20][cH:21][cH:22][cH:23][cH:24]4)[CH2:13][CH2:14][CH2:15][CH2:16][CH2:17][CH2:18]3)[CH:4]([CH2:5][CH2:6]1)[CH2:7][CH2:8]2>>[Cl-:25].[N+:1]12([CH2:26][C:27](=[O:28])[NH:29][c:30]3[n:31][cH:32][n:33][s:34]3)[CH2:2][CH:3]([O:9][C:10](=[O:11])[C:12]3([c:19]4[cH:20][cH:21][cH:22][cH:23][cH:24]4)[CH2:13][CH2:14][CH2:15][CH2:16][CH2:17][CH2:18]3)[CH:4]([CH2:5][CH2:6]1)[CH2:7][CH2:8]2. Starting materials: CCO, O=C(Nc1cccc(-c2nn3ccccc3c2-c2ccnc(Cl)n2)c1)c1c(F)cccc1F, Cl, Nc1ccc(N2CCOCC2)cc1. Yields the product O=C(Nc1cccc(-c2nn3ccccc3c2-c2ccnc(Nc3ccc(N4CCOCC4)cc3)n2)c1)c1c(F)cccc1F. RXN SMILES: [CH3:48][CH2:49][OH:50].[Cl:1][c:2]1[n:3][cH:4][cH:5][c:6](-[c:8]2[c:9](-[c:17]3[cH:18][c:19]([NH:23][C:24]([c:25]4[c:26]([F:32])[cH:27][cH:28][cH:29][c:30]4[F:31])=[O:33])[cH:20][cH:21][cH:22]3)[n:10][n:11]3[c:12]2[cH:13][cH:14][cH:15][cH:16]3)[n:7]1.[ClH:47].[O:34]1[CH2:35][CH2:36][N:37]([c:40]2[cH:41][cH:42][c:43]([NH2:44])[cH:45][cH:46]2)[CH2:38][CH2:39]1>>[c:2]1([NH:44][c:43]2[cH:42][cH:41][c:40]([N:37]3[CH2:36][CH2:35][O:34][CH2:39][CH2:38]3)[cH:46][cH:45]2)[n:3][cH:4][cH:5][c:6](-[c:8]2[c:9](-[c:17]3[cH:18][c:19]([NH:23][C:24]([c:25]4[c:26]([F:32])[cH:27][cH:28][cH:29][c:30]4[F:31])=[O:33])[cH:20][cH:21][cH:22]3)[n:10][n:11]3[c:12]2[cH:13][cH:14][cH:15][cH:16]3)[n:7]1.